Dataset: the Open Reaction Database (ORD), a public repository of structured organic reaction records. Task: describe an organic reaction: reactants, conditions, products, and yield Reactants: N([C@@H](C)C(=O)N[C@@H](C(C)C)C(=O)N[C@@H](CCCCNC(=O)OCC1=CC=CC=C1)C(=O)N)C(=O)OC(C)(C)C (t-Boc-Ala-Val-Lys(CBZ)-NH2), C(=O)(C(F)(F)F)O (TFA). Reaction conditions: time 10 minute. Yields the product N[C@@H](C)C(=O)N[C@@H](C(C)C)C(=O)N[C@@H](CCCCNC(=O)OCC1=CC=CC=C1)C(=O)N.FC(F)(F)C(=O)O (H-Ala-Val-Lys(CBZ)-NH2.trifluoroacetate). The yield is 83.0%. Reaction SMILES: [NH:1](C(OC(C)(C)C)=O)[C@H:2]([C:4]([NH:6][C@H:7]([C:11]([NH:13][C@H:14]([C:30]([NH2:32])=[O:31])[CH2:15][CH2:16][CH2:17][CH2:18][NH:19][C:20]([O:22][CH2:23][C:24]1[CH:29]=[CH:28][CH:27]=[CH:26][CH:25]=1)=[O:21])=[O:12])[CH:8]([CH3:10])[CH3:9])=[O:5])[CH3:3].[C:40]([OH:46])([C:42]([F:45])([F:44])[F:43])=[O:41]>>[NH2:1][C@H:2]([C:4]([NH:6][C@H:7]([C:11]([NH:13][C@H:14]([C:30]([NH2:32])=[O:31])[CH2:15][CH2:16][CH2:17][CH2:18][NH:19][C:20]([O:22][CH2:23][C:24]1[CH:25]=[CH:26][CH:27]=[CH:28][CH:29]=1)=[O:21])=[O:12])[CH:8]([CH3:10])[CH3:9])=[O:5])[CH3:3].[F:43][C:42]([C:40]([OH:46])=[O:41])([F:45])[F:44] |f:2.3|. Reported procedure: The protected tripeptide amide (IX) (1.0 g, 1.8 mmol) was dissolved in cold TFA (10 ml). After 10 minutes, the mixture was evaporated in vacuo and the residue was triturated with ether (2×50 ml). The mother liquors were decanted and the residue was dried under vacuum to give (X) as a foam (0.85 g; 83%). Starting materials: [N+](=O)([O-])C1=C(C=CC=C1)CCC(C(=O)O)N1C(C=2C(C1=O)=CC=CC2)=O (4-(2-nitrophenyl)-2-phthalimidobutyric acid). The reagents and catalysts are [C].[Pd] (palladium-carbon). The solvent is CO (methanol). Yields the product NC1=C(C=CC=C1)CCC(C(=O)O)N1C(C=2C(C1=O)=CC=CC2)=O (4-(2-aminophenyl)-2-phthalimidobutyric acid). Isolated yield 84.9%. As a reaction SMILES: [N+:1]([C:4]1[CH:9]=[CH:8][CH:7]=[CH:6][C:5]=1[CH2:10][CH2:11][CH:12]([N:16]1[C:20](=[O:21])[C:19]2=[CH:22][CH:23]=[CH:24][CH:25]=[C:18]2[C:17]1=[O:26])[C:13]([OH:15])=[O:14])([O-])=O>CO.[C].[Pd]>[NH2:1][C:4]1[CH:9]=[CH:8][CH:7]=[CH:6][C:5]=1[CH2:10][CH2:11][CH:12]([N:16]1[C:20](=[O:21])[C:19]2=[CH:22][CH:23]=[CH:24][CH:25]=[C:18]2[C:17]1=[O:26])[C:13]([OH:15])=[O:14] |f:2.3|. Procedure: In 300 ml of methanol, 13 g of 4-(2-nitrophenyl)-2-phthalimidobutyric acid is catalytically reduced at ambient temperature and under atmospheric pressure with use of 3 g of 5% palladium-carbon as a catalyst. After the calculated amount of hydrogen is absorbed, the insoluble material is separated by filtration, and washed four times with 300 ml of acetone. The acetone washings and the methanol portion are combined and concentrated under reduced pressure. The residue is admixed with 50 ml of ethan...